The task is: describe an organic reaction: reactants, conditions, products, and yield. This data is from the Open Reaction Database (ORD), a public repository of structured organic reaction records. Reactants: O=C([O-])[O-], O=c1c(I)c(-c2ccccc2)oc2c1ccc1c(Cl)n[nH]c12, [Cs+], [Cs+], CI, CN(C)C=O. The product is Cn1nc(Cl)c2ccc3c(=O)c(I)c(-c4ccccc4)oc3c21. As a reaction SMILES: [C:23](=[O:24])([O-:25])[O-:26].[Cl:1][c:2]1[n:3][nH:4][c:5]2[c:6]1[cH:7][cH:8][c:9]1[c:10](=[O:22])[c:11]([I:21])[c:12](-[c:15]3[cH:16][cH:17][cH:18][cH:19][cH:20]3)[o:13][c:14]21.[Cs+:27].[Cs+:28].[I:29][CH3:30].[O:31]=[CH:32][N:33]([CH3:34])[CH3:35]>>[Cl:1][c:2]1[n:3][n:4]([CH3:23])[c:5]2[c:6]1[cH:7][cH:8][c:9]1[c:10](=[O:22])[c:11]([I:21])[c:12](-[c:15]3[cH:16][cH:17][cH:18][cH:19][cH:20]3)[o:13][c:14]21. Reactants: C1(=CC=CC=C1)CC(=O)NC1C2CCOC(N2C1=O)(C)C (7-phenylacetamido-8-oxo-2,2-dimethyl-3-oxa-1-azabicyclo-[4.2.0]octane), C1(=CC=CC=C1)CC(=O)NC1C2CCOC(N2C1=O)(C)C (7-phenylacetamido-8-oxo-2,2-dimethyl-3-oxa-1-azabicyclo[4.2.0]octane), O1C(CCCC1)N1C(C(C1CCOC1OCCCC1)N)=O (1-(2-tetrahydropyranyl)-3-amino-4-[2-(2-tetrahydropyranyl)oxyethyl]-2-azetidinone). Product: O1C(CCCC1)N1C(C(C1CCOC1OCCCC1)NC(CC1=CC=CC=C1)=O)=O (1-(2-tetrahydropyranyl)-3-phenylacetamido-4-[2-(2-tetrahydropyranyl)oxyethyl]-2-azetidinone). RXN SMILES: [C:1]1([CH2:7][C:8](NC2C(=O)N3C2CCOC3(C)C)=[O:9])[CH:6]=[CH:5][CH:4]=[CH:3][CH:2]=1.[O:22]1[CH2:27][CH2:26][CH2:25][CH2:24][CH:23]1[N:28]1[CH:31]([CH2:32][CH2:33][O:34][CH:35]2[CH2:40][CH2:39][CH2:38][CH2:37][O:36]2)[CH:30]([NH2:41])[C:29]1=[O:42]>>[O:22]1[CH2:27][CH2:26][CH2:25][CH2:24][CH:23]1[N:28]1[CH:31]([CH2:32][CH2:33][O:34][CH:35]2[CH2:40][CH2:39][CH2:38][CH2:37][O:36]2)[CH:30]([NH:41][C:8](=[O:9])[CH2:7][C:1]2[CH:6]=[CH:5][CH:4]=[CH:3][CH:2]=2)[C:29]1=[O:42]. Reported procedure: Following the procedure described for the preparation of 7-phenylacetamido-8-oxo-2,2-dimethyl-3-oxa-1-azabicyclo-[4.2.0]octane from 7-amino-8-oxo-2,2-dimethyl-3-oxa-1-azabicyclo[4.2.0]octane (Example 6) and using 1-(2-tetrahydropyranyl)-3-amino-4-[2-(2-tetrahydropyranyl)oxyethyl]-2-azetidinone there is obtained 1-(2-tetrahydropyranyl)-3-phenylacetamido-4-[2-(2-tetrahydropyranyl)oxyethyl]-2-azetidinone. The reactants are [OH-].[NH4+] (ammonium hydroxide), CNC(=O)NC1=C(C(=NS1)N(C)CC)C#N (1-methyl-3-(4-cyano-3-(ethylmethylamino)-5-isothiazolyl)urea), S(O)(O)(=O)=O (sulfuric acid), S1N=C(C=C1)NC(=O)N (isothiazolylurea), S(O)(O)(=O)=O (sulfuric acid), ice. Run in ice water. Product: CNC(=O)NC1=C(C(=NS1)N(C)CC)C(N)=O (1-methyl-3-(4-carbamoyl-3-(ethylmethylamino)-5-isothiazolyl)urea). RXN SMILES: [CH3:1][NH:2][C:3]([NH:5][C:6]1[S:10][N:9]=[C:8]([N:11]([CH2:13][CH3:14])[CH3:12])[C:7]=1[C:15]#[N:16])=[O:4].S(=O)(=O)(O)[OH:18].S1C=CC(NC(N)=O)=N1.[OH-].[NH4+]>>[CH3:1][NH:2][C:3]([NH:5][C:6]1[S:10][N:9]=[C:8]([N:11]([CH2:13][CH3:14])[CH3:12])[C:7]=1[C:15](=[O:18])[NH2:16])=[O:4] |f:3.4|. Procedure details: A mixture of 6.8 g of 1-methyl-3-(4-cyano-3-(ethylmethylamino)-5-isothiazolyl)urea and 20 ml of concentrated sulfuric acid was prepared by addition of small portions of the isothiazolylurea to the rapidly stirred sulfuric acid during a 15 minute period at ambient temperature. Stirring of the mixture was continued until a homogeneous solution was obtained. The solution was heated at 50° in a thermostated water bath for 1 hour. The reaction mixture was poured into 200 ml of ice-water and the resul... Starting materials: O=C([O-])[O-], CCCCOc1cc(C=C(OCC)C(=O)O)ccc1I, CCCCCNC(=O)N(C)c1cccc(B(O)O)c1, COCCOC, [K+], [K+], O, O. Yields the product CCCCCNC(=O)N(C)c1cccc(-c2ccc(C=C(OCC)C(=O)O)cc2OCCCC)c1. As a reaction SMILES: [C:40](=[O:41])([O-:42])[O-:43].[CH2:1]([CH2:2][CH2:3][CH3:4])[O:5][c:6]1[cH:7][c:8]([CH:13]=[C:14]([C:15](=[O:16])[OH:17])[O:18][CH2:19][CH3:20])[cH:9][cH:10][c:11]1[I:12].[CH3:21][N:22]([C:23](=[O:24])[NH:25][CH2:26][CH2:27][CH2:28][CH2:29][CH3:30])[c:31]1[cH:32][c:33]([B:37]([OH:38])[OH:39])[cH:34][cH:35][cH:36]1.[CH3:48][O:49][CH2:50][CH2:51][O:52][CH3:53].[K+:44].[K+:45].[OH2:46].[OH2:47]>>[CH2:1]([CH2:2][CH2:3][CH3:4])[O:5][c:6]1[cH:7][c:8]([CH:13]=[C:14]([C:15](=[O:16])[OH:17])[O:18][CH2:19][CH3:20])[cH:9][cH:10][c:11]1-[c:33]1[cH:32][c:31]([N:22]([CH3:21])[C:23](=[O:24])[NH:25][CH2:26][CH2:27][CH2:28][CH2:29][CH3:30])[cH:36][cH:35][cH:34]1. The reactants are C1(=CC=CC=C1)O (phenol), [H][H] (hydrogen). Run in C1=CC=CC=C1 (benzene), C1=CC=CC=C1 (benzene), C1=CC=CC=C1 (benzene). The product is C1(CCCCC1)C1=CC=CC=C1 (cyclohexylbenzene), poly-cyclohexylbenzenes. As a reaction SMILES: [C:1]1(O)[CH:6]=[CH:5][CH:4]=[CH:3][CH:2]=1.[H][H]>C1C=CC=CC=1>[CH:1]1([C:1]2[CH:6]=[CH:5][CH:4]=[CH:3][CH:2]=2)[CH2:6][CH2:5][CH2:4][CH2:3][CH2:2]1. Reported procedure: Referring to FIG. 1, this is a flow diagram of the hydroalkylation and dealkylation stages of an integrated process according to one example of the invention for converting benzene to phenol. In the process shown in FIG. 1, fresh benzene (line 11) and hydrogen (line 12) are introduced to a hydroalkylation reactor 13, where the benzene undergoes hydroalkylation to produce cyclohexylbenzene (CHB) and poly-cyclohexylbenzenes (PCHB). The effluent from the reactor 13, containing unreacted benzene in ... Reactants: O=C([O-])[O-], CCC(C)=O, O=S(c1ccc(C=Cc2nc(CCl)co2)cc1)C(F)(F)F, [Cs+], [Cs+], [I-], [K+], O=Cc1ccc(O)cc1. Product: O=Cc1ccc(OCc2coc(C=Cc3ccc(S(=O)C(F)(F)F)cc3)n2)cc1. As a reaction SMILES: [C:31](=[O:32])([O-:33])[O-:34].[CH3:39][C:40](=[O:41])[CH2:42][CH3:43].[Cl:1][CH2:2][c:3]1[n:4][c:5]([CH:8]=[CH:9][c:10]2[cH:11][cH:12][c:13]([S:16](=[O:17])[C:18]([F:19])([F:20])[F:21])[cH:14][cH:15]2)[o:6][cH:7]1.[Cs+:35].[Cs+:36].[I-:38].[K+:37].[OH:22][c:23]1[cH:24][cH:25][c:26]([CH:27]=[O:28])[cH:29][cH:30]1>>[CH2:2]([c:3]1[n:4][c:5]([CH:8]=[CH:9][c:10]2[cH:11][cH:12][c:13]([S:16](=[O:17])[C:18]([F:19])([F:20])[F:21])[cH:14][cH:15]2)[o:6][cH:7]1)[O:22][c:23]1[cH:24][cH:25][c:26]([CH:27]=[O:28])[cH:29][cH:30]1.